Dataset: the Open Reaction Database (ORD), a public repository of structured organic reaction records. Task: describe an organic reaction: reactants, conditions, products, and yield Starting materials: C1=C(C=CC2=CC=CC=C12)OC1=CC=C(C=C1)[N+](=O)[O-] (4-(naphthalen-2-yloxy)-1-nitrobenzene). The reagents and catalysts are [Pd] (Pd/C). Run in CCO (EtOH). Product: C1=C(C=CC2=CC=CC=C12)OC1=CC=C(N)C=C1 (4-(naphthalen-2-yloxy)aniline). As a reaction SMILES: [CH:1]1[C:10]2[C:5](=[CH:6][CH:7]=[CH:8][CH:9]=2)[CH:4]=[CH:3][C:2]=1[O:11][C:12]1[CH:17]=[CH:16][C:15]([N+:18]([O-])=O)=[CH:14][CH:13]=1>CCO.[Pd]>[CH:1]1[C:10]2[C:5](=[CH:6][CH:7]=[CH:8][CH:9]=2)[CH:4]=[CH:3][C:2]=1[O:11][C:12]1[CH:17]=[CH:16][C:15]([NH2:18])=[CH:14][CH:13]=1. Reported procedure: The nitro intermediate (10 mmol) obtained above was dissolved in EtOH (50 mL) and hydrogenated in the presence of 10% Pd/C (300 mg) until completion according to General Procedure H, as indicated by TLC or HPLC. The reaction mixture was then filtered to remove the catalyst. The solvent was removed in vacuuo to afford the desired 4-(naphthalen-2-yloxy)aniline, which was used directly for further transformation without further purification. The reactants are CC#N, CC(=O)OC(C)=O, CO, Nc1cccc(C2CC(=O)Nc3c2ccc2ccccc32)c1, O, c1ccncc1. Yields the product CC(=O)Nc1cccc(C2CC(=O)Nc3c2ccc2ccccc32)c1. RXN SMILES: [C:37](#[N:38])[CH3:39].[CH3:23][C:24](=[O:25])[O:26][C:27](=[O:28])[CH3:29].[CH3:40][OH:41].[NH2:1][c:2]1[cH:3][c:4]([CH:8]2[CH2:9][C:10](=[O:22])[NH:11][c:12]3[c:13]4[c:14]([cH:15][cH:16][c:17]32)[cH:18][cH:19][cH:20][cH:21]4)[cH:5][cH:6][cH:7]1.[OH2:36].[cH:30]1[cH:31][cH:32][n:33][cH:34][cH:35]1>>[NH:1]([c:2]1[cH:3][c:4]([CH:8]2[CH2:9][C:10](=[O:22])[NH:11][c:12]3[c:13]4[c:14]([cH:15][cH:16][c:17]32)[cH:18][cH:19][cH:20][cH:21]4)[cH:5][cH:6][cH:7]1)[C:24]([CH3:23])=[O:25]. Reactants: BrCCC1=CC=C(C=C1)C=1ON=C2C1C=CC=C2 (3-[4-(bromoethyl)phenyl]-2,1-benzisoxazole), [C-]#N.[K+] (potassium cyanide), O (water), O1CCOCC1 (dioxane). Solvent: C(Cl)Cl (methylene chloride). Product: N=1OC(=C2C1C=CC=C2)C2=CC=C(C=C2)CC#N (4-(2.1-Benzisoxazol-3-yl)benzeneacetonitrile). As a reaction SMILES: Br[CH2:2][CH2:3][C:4]1[CH:9]=[CH:8][C:7]([C:10]2[O:11][N:12]=[C:13]3[CH:18]=[CH:17][CH:16]=[CH:15][C:14]=23)=[CH:6][CH:5]=1.[C-]#[N:20].[K+].O.O1CCOCC1>C(Cl)Cl>[N:12]1[O:11][C:10]([C:7]2[CH:8]=[CH:9][C:4]([CH2:3][C:2]#[N:20])=[CH:5][CH:6]=2)=[C:14]2[CH:15]=[CH:16][CH:17]=[CH:18][C:13]=12 |f:1.2|. Reported procedure: A mixture of 11.1 g (0.039 mole) of 3-[4-(bromoethyl)phenyl]-2,1-benzisoxazole, 13.0 g (0.2 mole) of potassium cyanide, 55 ml of water and 80 ml of dioxane was heated at reflux under a nitrogen atmosphere for 2 hrs. The mixture was cooled, 200 ml of methylene chloride was added and the layers were separated. The organic layer was washed twice with water, dried over sodium sulfate and concentrated to give a gummy solid as residue. The residue was chromatographed on 150 g of silica gel and the pro...